Dataset: the Open Reaction Database (ORD), a public repository of structured organic reaction records. Task: describe an organic reaction: reactants, conditions, products, and yield The reactants are O=CCCCCCCCC(=O)OC (methyl 9-oxononanate), C(=C)[Mg]Br (vinyl magnesium bromide), [Cl-].[NH4+] (ammonium chloride). Run in C1CCOC1 (THF). Run at temperature -60 celsius, time 1 hour. The product is OC(CCCCCCCC(=O)OC)C=C (methyl 9-hydroxy-10-undecenate). Yield: 47.4%. RXN SMILES: [O:1]=[CH:2][CH2:3][CH2:4][CH2:5][CH2:6][CH2:7][CH2:8][CH2:9][C:10]([O:12][CH3:13])=[O:11].[CH:14]([Mg]Br)=[CH2:15].[Cl-].[NH4+]>C1COCC1>[OH:1][CH:2]([CH:14]=[CH2:15])[CH2:3][CH2:4][CH2:5][CH2:6][CH2:7][CH2:8][CH2:9][C:10]([O:12][CH3:13])=[O:11] |f:2.3|. Reported procedure: To a solution of methyl 9-oxononanate (260.4 mg) in THF (4 ml) was dropwise added 0.95M vinyl magnesium bromide (1.62 ml) at —70° C. and then stirred for 1 hour at −60° C. The reaction mixture was poured into a saturated ammonium chloride aqueous solution and then extracted with ethyl acetate. The organic layer was washed with saturated brine, dried over magnesium sulfate anhydride, and then evaporated under reduced pressure. The residue was purified by silica gel column chromatography (n-hexane...